This data is from the Open Reaction Database (ORD), a public repository of structured organic reaction records. The task is: describe an organic reaction: reactants, conditions, products, and yield Reactants: hydrochloride salt, COC1=CC2=C(C=C1)[C@@H]1[C@H](CN(C1)C(=O)OC(C)(C)C)CCO2 (tert-Butyl trans-8-methoxy-1,3,3a,4,5,10b-hexahydro-2H-[1]benzoxepino[4,5-c]pyrrole-2-carboxylate), COC1=CC=CC2=C1[C@@H]1[C@H](CN(C1)C(=O)OC(C)(C)C)CCO2 (tert-Butyl(trans)-10-methoxy-1,3,3a,4,5,10b-hexahydro-2H-[1]benzoxepino[4,5-c]pyrrole-2-carboxylate). Yields the product COC1=CC2=C(C=C1)[C@@H]1[C@H](CNC1)CCO2 (Trans-8-methoxy-2,3,3a,4,5,10b-hexahydro-1H-[1]benzoxepino[4,5-c]pyrrole). Reaction SMILES: [CH3:1][O:2][C:3]1[CH:8]=[CH:7][C:6]2[C@H:9]3[CH2:13][N:12](C(OC(C)(C)C)=O)[CH2:11][C@@H:10]3[CH2:21][CH2:22][O:23][C:5]=2[CH:4]=1.COC1C2[C@H]3CN(C(OC(C)(C)C)=O)C[C@@H]3CCOC=2C=CC=1>>[CH3:1][O:2][C:3]1[CH:8]=[CH:7][C:6]2[C@H:9]3[CH2:13][NH:12][CH2:11][C@@H:10]3[CH2:21][CH2:22][O:23][C:5]=2[CH:4]=1. Procedure details: The title compound was prepared as the hydrochloride salt as described in Example 272F substituting the product from Example 280E for the product obtained from Example 272E. 1H NMR (300 MHz, DMSO-d6) δ ppm 1.69-1.86 (m, 1H) 1.86-2.03 (m, 1H) 2.03-2.14 (m, 1H) 2.84-3.03 (m, 1H) 3.12-3.27 (m, 1H) 3.35-3.47 (m, 1H) 3.47-3.63 (m, 2H) 3.64-3.76 (m, 4H) 4.31-4.47 (m, 1H) 6.53-6.73 (m, 2H) 7.00 (d, J=8.33 Hz, 1H) 9.26 (s, 2H); MS (DCI+) m/z 220.1 [M+H]+. Starting materials: CN(C1=NC(=C(C(=O)OC)C(=C1)OC)C)C (methyl 6-(Dimethylamino)-4-methoxy-2-methylnicotinate), O (water). Run in Cl (HCl). Product: COC1=CC(=NC(=C1)C)N(C)C (4-Methoxy-N,N,6-trimethylpyridin-2-amine). Reaction SMILES: [CH3:1][N:2]([CH3:16])[C:3]1[CH:12]=[C:11]([O:13][CH3:14])[C:6](C(OC)=O)=[C:5]([CH3:15])[N:4]=1.O>Cl>[CH3:14][O:13][C:11]1[CH:6]=[C:5]([CH3:15])[N:4]=[C:3]([N:2]([CH3:16])[CH3:1])[CH:12]=1. Procedure details: A solution containing 340 mg (1.52 mmol) of methyl 6-(Dimethylamino)-4-methoxy-2-methylnicotinate in 5 mL of 6N aq. HCl was stirred at reflux for 16 h. The reaction mixture was poured into 50 mL of water and the pH was set up to 12. The mixture was extracted with two 40-mL portions of ethyl acetate. The combined organic solution was washed with a 40-mL portion of brine, dried (MgSO4) and concentrated under diminished pressure. The residue was purified by chromatography on a silica gel column (2×... Starting materials: Cl (hydrochloric acid), COC=1C=C(C=C(C1OC)OC)C(C(=O)OC)CCC(C(=O)OC)C1=CC(=C(C(=C1)OC)OC)OC (dimethyl α,α'-bis(3,4,5-trimethoxyphenyl)adipate), [OH-].[K+] (potassium hydroxide), O (water). Solvent: C(C)O (ethanol). Product: COC=1C=C(C=C(C1OC)OC)C(C(=O)O)CCC(C(=O)O)C1=CC(=C(C(=C1)OC)OC)OC (α,α'-bis(3,4,5-trimethoxyphenyl)adipic acid). Isolated yield 97.0%. Reaction SMILES: [CH3:1][O:2][C:3]1[CH:4]=[C:5]([CH:13]([CH2:18][CH2:19][CH:20]([C:25]2[CH:30]=[C:29]([O:31][CH3:32])[C:28]([O:33][CH3:34])=[C:27]([O:35][CH3:36])[CH:26]=2)[C:21]([O:23]C)=[O:22])[C:14]([O:16]C)=[O:15])[CH:6]=[C:7]([O:11][CH3:12])[C:8]=1[O:9][CH3:10].[OH-].[K+].O.Cl>C(O)C>[CH3:32][O:31][C:29]1[CH:30]=[C:25]([CH:20]([CH2:19][CH2:18][CH:13]([C:5]2[CH:6]=[C:7]([O:11][CH3:12])[C:8]([O:9][CH3:10])=[C:3]([O:2][CH3:1])[CH:4]=2)[C:14]([OH:16])=[O:15])[C:21]([OH:23])=[O:22])[CH:26]=[C:27]([O:35][CH3:36])[C:28]=1[O:33][CH3:34] |f:1.2|. Reported procedure: A mixture of dimethyl α,α'-bis(3,4,5-trimethoxyphenyl)adipate (11.0 g, 21.7 mmoles), potassium hydroxide (13.0 g, 202 mmoles), water (163 ml), and ethanol (65 ml) was heated at 90° in a nitrogen atmosphere for 3 hours. After cooling the clear solution was added slowly to 250 ml of 1N hydrochloric acid with vigorous stirring. The slurry was stirred and warmed to 50° for several minutes. After cooling in an ice bath the solid was filtered, washed with water (4 times) and dried to give 10.07 g (97%... As a reaction SMILES: [OH-].[Na+].[Cl:3][CH2:4][CH2:5][CH2:6][O:7][C:8]1[CH:13]=[CH:12][C:11]([C:14]2[O:15][CH:16]=[C:17]([C:19]([O:21]CC)=[O:20])[N:18]=2)=[CH:10][CH:9]=1>C(O)C>[Cl:3][CH2:4][CH2:5][CH2:6][O:7][C:8]1[CH:13]=[CH:12][C:11]([C:14]2[O:15][CH:16]=[C:17]([C:19]([OH:21])=[O:20])[N:18]=2)=[CH:10][CH:9]=1 |f:0.1|. The solvent is C(C)O (ethanol). Yield: 79.0%. Procedure: A 2 N aqueous solution of sodium hydroxide (10 ml, 20.3 mmol, 3 eq) is added dropwise to a solution of ethyl 2-[4-(3-chloropropoxy)phenyl]-1,3-oxazole-4-carboxylate i33 (2.1 g, 6.8 mmol, 1 eq) in ethanol (60 ml). The mixture is refluxed for 2 h 30 and the solvent is evaporated. The residue is taken up in water and acidified to pH 2 with a 2 N hydrochloric acid solution. The solid that precipitates is filtered off and washed with water to give 1.5 g of 2-[4-(3-chloropropoxy)phenyl]-1,3-oxazole-4-... Starting materials: aqueous solution, [OH-].[Na+] (sodium hydroxide), ClCCCOC1=CC=C(C=C1)C=1OC=C(N1)C(=O)OCC (ethyl 2-[4-(3-chloropropoxy)phenyl]-1,3-oxazole-4-carboxylate). The product is ClCCCOC1=CC=C(C=C1)C=1OC=C(N1)C(=O)O (2-[4-(3-chloropropoxy)phenyl]-1,3-oxazole-4-carboxylic acid). Starting materials: N#Cc1ccc(Cn2cncc2CCl)cc1, CCN(C(C)C)C(C)C, ClCCl, SCC1CCCN(CC(c2ccccc2)c2ccccc2)C1. Yields the product N#Cc1ccc(Cn2cncc2CCSCC2CCCN(CC(c3ccccc3)c3ccccc3)C2)cc1. Reaction SMILES: [C:23](#[N:24])[c:25]1[cH:26][cH:27][c:28]([CH2:29][n:30]2[cH:31][n:32][cH:33][c:34]2[CH2:35][Cl:36])[cH:37][cH:38]1.[CH:39]([N:40]([CH:41]([CH3:42])[CH3:43])[CH2:44][CH3:45])([CH3:46])[CH3:47].[Cl:48][CH2:49][Cl:50].[c:1]1([CH:7]([CH2:8][N:9]2[CH2:10][CH:11]([CH2:15][SH:16])[CH2:12][CH2:13][CH2:14]2)[c:17]2[cH:18][cH:19][cH:20][cH:21][cH:22]2)[cH:2][cH:3][cH:4][cH:5][cH:6]1>>[c:1]1([CH:7]([CH2:8][N:9]2[CH2:10][CH:11]([CH2:15][S:16][CH2:39][CH2:35][c:34]3[n:30]([CH2:29][c:28]4[cH:27][cH:26][c:25]([C:23]#[N:24])[cH:38][cH:37]4)[cH:31][n:32][cH:33]3)[CH2:12][CH2:13][CH2:14]2)[c:17]2[cH:18][cH:19][cH:20][cH:21][cH:22]2)[cH:2][cH:3][cH:4][cH:5][cH:6]1. The reactants are COC=1C=C2C=CC(=CC2=CC1)[C@@H]1[C@H]([C@H]2CC[C@@H]1C2)CN(C)C ([(1S,2S,3S,4R)-3-(6-methoxy-2-naphthyl)bicyclo [2.2.1]hept-2-yl]-N, N-dimethyl methanamine), sodium ethane thionyl, O (water). Solvent: CN(C)C=O (DMF). Product: CN(C)C[C@@H]1[C@H]([C@@H]2CC[C@H]1C2)C=2C=C1C=CC(=CC1=CC2)O (6-{(1R,2S,3S,4S)-3-[(Dimethylamino)methyl]bicyclo[2.2.1]hept-2-yl}-2-naphthol). Reaction SMILES: C[O:2][C:3]1[CH:4]=[C:5]2[C:10](=[CH:11][CH:12]=1)[CH:9]=[C:8]([C@H:13]1[C@H:18]3[CH2:19][C@H:15]([CH2:16][CH2:17]3)[C@@H:14]1[CH2:20][N:21]([CH3:23])[CH3:22])[CH:7]=[CH:6]2.O>CN(C=O)C>[CH3:23][N:21]([CH2:20][C@H:14]1[C@@H:15]2[CH2:19][C@@H:18]([CH2:17][CH2:16]2)[C@@H:13]1[C:8]1[CH:9]=[C:10]2[C:5](=[CH:6][CH:7]=1)[CH:4]=[C:3]([OH:2])[CH:12]=[CH:11]2)[CH3:22]. Reported procedure: To a stirred solution of [(1S,2S,3S,4R)-3-(6-methoxy-2-naphthyl)bicyclo [2.2.1]hept-2-yl]-N, N-dimethyl methanamine in DMF was added sodium ethane thionyl. The mixture was heated to 100 C for 40 hours. When cool, water was added to quench the reaction. The aqueous phase was extracted with ethyl acetate. The organic phase was washed with water, brine, dried over magnesium sulfate and concentrated in-vacuo. Purification was achieved by column chromatography, using flask silica and DCMM/eOH(M/eOH,N... The reactants are ClC(Cl)(OC(OC(Cl)(Cl)Cl)=O)Cl (triphosgene), ice, NCCC(C)(O)C1=CC(=CC=C1)Cl (4-amino-2-(3-chlorophenyl)butan-2-ol), CCN(C(C)C)C(C)C (i-Pr2NEt). The solvent is C(Cl)Cl (CH2Cl2), CCOCC (ether). Reaction conditions: time 8 hour. Yields the product ClC=1C=C(C=CC1)C1(CCNC(O1)=O)C (6-(3-chlorophenyl)-6-methyl-1,3-oxazinan-2-one). The yield is 26.3%. As a reaction SMILES: [NH2:1][CH2:2][CH2:3][C:4]([C:7]1[CH:12]=[CH:11][CH:10]=[C:9]([Cl:13])[CH:8]=1)([OH:6])[CH3:5].CCN(C(C)C)C(C)C.Cl[C:24](Cl)([O:26]C(=O)OC(Cl)(Cl)Cl)Cl>C(Cl)Cl.CCOCC>[Cl:13][C:9]1[CH:8]=[C:7]([C:4]2([CH3:5])[O:6][C:24](=[O:26])[NH:1][CH2:2][CH2:3]2)[CH:12]=[CH:11][CH:10]=1. Procedure: A stirred solution of crude 4-amino-2-(3-chlorophenyl)butan-2-ol (550 mg) and i-Pr2NEt (1 mL, 5.5 mmol) in CH2Cl2 was cooled in an ice bath and solid triphosgene (286 mg, 0.96 mmol) was added. The ice bath was allowed to melt and the mixture was stirred overnight at rt. The mixture was diluted with ether (150 mL), washed with 5% aq HCl (50 mL) and satd aq NaHCO3 (50 mL) and dried over MgSO4. Removal of the solvent left a brown oil (590 mg) which was purified by chromatography on a 12-g silica ca... The reactants are NC=1C=C(C=CC1[N+](=O)[O-])Cl (3-amino-4-nitro-chlorobenzene), OCC(O)CO (glycerol), [OH-].[Na+] (sodium hydroxide). Run in O (water). Yields the product OC(COC1=CC(=C(C=C1)[N+](=O)[O-])N)CO (3-amino-4-nitrophenyl β,γ-dihydroxypropyl ether). The yield is 59.6%. As a reaction SMILES: [NH2:1][C:2]1[CH:3]=[C:4](Cl)[CH:5]=[CH:6][C:7]=1[N+:8]([O-:10])=[O:9].[OH:12][CH2:13][CH:14]([CH2:16][OH:17])[OH:15].[OH-].[Na+]>O>[OH:15][CH:14]([CH2:16][OH:17])[CH2:13][O:12][C:4]1[CH:5]=[CH:6][C:7]([N+:8]([O-:10])=[O:9])=[C:2]([NH2:1])[CH:3]=1 |f:2.3|. Procedure: 0.1 mol (17.3 g) of 3-amino-4-nitro-chlorobenzene, which is a known compound [Bios Final Report, 1,147 (1948)], is introduced gradually, at about 120° C., whilst stirring, into 2.4 mols (225 g) of glycerol in which 8.6 g of sodium hydroxide have been dissolved beforehand at about 120° C. When the addition has ended, heating is continued for 21/2 hours and the reaction medium is then poured into 250 g of iced water. The desired product is extracted with ethyl acetate and the ethyl acetate is driv... Reactants: FC=1C(=CN(C1C=1C(=NC=CC1)F)S(=O)(=O)C=1OC=CC1)CN(C(OC(C)(C)C)=O)C (tert-butyl {[4-fluoro-5-(2-fluoropyridin-3-yl)-1-(2-furylsulfonyl)-1H-pyrrol-3-yl]methyl}methylcarbamate), C(C)(=O)OCC.Cl (hydrogen chloride-ethyl acetate). Run in C(C)(=O)OCC (ethyl acetate), CC(C)O (2-propanol). Reaction conditions: time 2.5 hour. The product is Cl.FC=1C(=CN(C1C=1C(=NC=CC1)F)S(=O)(=O)C=1OC=CC1)CNC (1-[4-fluoro-5-(2-fluoropyridin-3-yl)-1-(2-furylsulfonyl)-1H-pyrrol-3-yl]-N-methylmethanamine hydrochloride). Isolated yield 77.0%. Reaction SMILES: [F:1][C:2]1[C:3]([CH2:22][N:23](C)[C:24](=O)OC(C)(C)C)=[CH:4][N:5]([S:14]([C:17]2[O:18][CH:19]=[CH:20][CH:21]=2)(=[O:16])=[O:15])[C:6]=1[C:7]1[C:8]([F:13])=[N:9][CH:10]=[CH:11][CH:12]=1.C(OCC)(=O)C.[ClH:38]>C(OCC)(=O)C.CC(O)C>[ClH:38].[F:1][C:2]1[C:3]([CH2:22][NH:23][CH3:24])=[CH:4][N:5]([S:14]([C:17]2[O:18][CH:19]=[CH:20][CH:21]=2)(=[O:16])=[O:15])[C:6]=1[C:7]1[C:8]([F:13])=[N:9][CH:10]=[CH:11][CH:12]=1 |f:1.2,5.6|. Procedure: To a mixed solution of tert-butyl {[4-fluoro-5-(2-fluoropyridin-3-yl)-1-(2-furylsulfonyl)-1H-pyrrol-3-yl]methyl}methylcarbamate (243 mg) in ethyl acetate (2 mL) and 2-propanol (1 mL) was added 4 mol/L hydrogen chloride-ethyl acetate solution (5 mL), and the mixture was stirred at room temperature for 2.5 hr. The reaction mixture was concentrated under reduced pressure, and the residue was recrystallized from ethanol to give the title compound as a white solid (yield 160 mg, 77%).